This data is from the Open Reaction Database (ORD), a public repository of structured organic reaction records. The task is: describe an organic reaction: reactants, conditions, products, and yield Starting materials: NC1=C(C=C(C=C1)Cl)C(C)(O)C1=C(C=CC=C1)Cl (1-(2-amino-5-chlorophenyl)-1-(2-chlorophenyl)ethanol), solution, [H-].[Al+3].[Li+].[H-].[H-].[H-] (lithium aluminium hydride), [Cl-].[Cl-].[Cl-].[Al+3] (aluminium trichloride). The solvent is C(C)(=O)OCC (ethyl acetate), C1CCOC1 (THF), C(C)OCC (diethyl ether). Reaction conditions: time 18 hour. The product is ClC1=CC(=C(C=C1)N)C(C)C1=C(C=CC=C1)Cl (4-chloro-2-[1-(2-chlorophenyl)ethyl]phenylamine). Isolated yield 23.9%. As a reaction SMILES: [H-].[Al+3].[Li+].[H-].[H-].[H-].[Cl-].[Cl-].[Cl-].[Al+3].[NH2:11][C:12]1[CH:17]=[CH:16][C:15]([Cl:18])=[CH:14][C:13]=1[C:19]([C:22]1[CH:27]=[CH:26][CH:25]=[CH:24][C:23]=1[Cl:28])(O)[CH3:20]>C1COCC1.C(OCC)C.C(OCC)(=O)C>[Cl:18][C:15]1[CH:16]=[CH:17][C:12]([NH2:11])=[C:13]([CH:19]([C:22]2[CH:27]=[CH:26][CH:25]=[CH:24][C:23]=2[Cl:28])[CH3:20])[CH:14]=1 |f:0.1.2.3.4.5,6.7.8.9|. Procedure: To 54 ml of a 1M solution of lithium aluminium hydride in THF are added portionwise 7.1 g of aluminium trichloride. To this solution are added 4 g of 1-(2-amino-5-chlorophenyl)-1-(2-chlorophenyl)ethanol, obtained in Example 25.1, dissolved in diethyl ether, and the mixture is stirred for 18 hours at room temperature and then refluxed for 4 hours. The reaction medium is taken up in ethyl acetate and washed with water. The organic phase is dried over anhydrous sodium sulfate and concentrated. The ... Reactants: ClC(C1OC(C2N1CCC2)=O)(Cl)Cl (3-trichloromethyltetrahydropyrrolo[1,2-c]oxazol-1-one), C(C=C)Br (allyl bromide), [Cl-].[NH4+] (ammonium chloride), C(C)(C)NC(C)C (diisopropylamine), C(CCC)[Li] (n-butyllithium). Run in O1CCCC1 (tetrahydrofuran), O1CCCC1 (tetrahydrofuran). Conditions: temperature -68 celsius, time 40 minute. Product: C(C=C)C12N(C(OC1=O)C(Cl)(Cl)Cl)CCC2 (7a-allyl-3-trichloromethyltetrahydropyrrolo[1,2-c]oxazol-1-one). Reaction SMILES: [CH:1](NC(C)C)([CH3:3])[CH3:2].C([Li])CCC.[Cl:13][C:14]([Cl:25])([Cl:24])[CH:15]1[N:19]2[CH2:20][CH2:21][CH2:22][CH:18]2[C:17](=[O:23])[O:16]1.C(Br)C=C.[Cl-].[NH4+]>O1CCCC1>[CH2:3]([C:18]12[CH2:22][CH2:21][CH2:20][N:19]1[CH:15]([C:14]([Cl:13])([Cl:24])[Cl:25])[O:16][C:17]2=[O:23])[CH:1]=[CH2:2] |f:4.5|. Procedure details: To a solution of diisopropylamine (60 ml) in tetrahydrofuran (160 ml) was added dropwise n-butyllithium (2.64M hexane solution, 161 ml) over 20 minutes under ice-cooling, and the mixture was directly stirred for 40 minutes. To the mixture cooled to −68° C. was added dropwise a solution of 3-trichloromethyltetrahydropyrrolo[1,2-c]oxazol-1-one (80.0 g) in tetrahydrofuran (640 ml) over 30 minutes, and the mixture was directly stirred for 20 minutes. To the mixture was added allyl bromide (57 ml), a...